Dataset: the Open Reaction Database (ORD), a public repository of structured organic reaction records. Task: describe an organic reaction: reactants, conditions, products, and yield Starting materials: OC1=CC=C(C=O)C=C1 (4-hydroxybenzaldehyde), ethereal solution, C1(=CC=CC=C1)CCC[Mg]Br (3-phenylpropyl-magnesium bromide), ice. Run in C1CCOC1 (THF). Run at temperature 25 celsius, time 16 hour. Product: OC(CCCC1=CC=CC=C1)C1=CC=C(C=C1)O (4-(1-Hydroxy-4-phenylbutyl)phenol). RXN SMILES: [OH:1][C:2]1[CH:9]=[CH:8][C:5]([CH:6]=[O:7])=[CH:4][CH:3]=1.[C:10]1([CH2:16][CH2:17][CH2:18][Mg]Br)[CH:15]=[CH:14][CH:13]=[CH:12][CH:11]=1>C1COCC1>[OH:7][CH:6]([C:5]1[CH:8]=[CH:9][C:2]([OH:1])=[CH:3][CH:4]=1)[CH2:18][CH2:17][CH2:16][C:10]1[CH:15]=[CH:14][CH:13]=[CH:12][CH:11]=1. Reported procedure: To a 0° C. solution of 4-hydroxybenzaldehyde (6.1 g) in THF (75 mL) is added a 3.6 M ethereal solution of 3-phenylpropyl-magnesium bromide (30.5 mL). The resulting suspension was stirred at 25° C. for 16 hrs. and then transferred slowly into ice cold 25% aqueous NH4OAc. The product was extracted into EtOAc (3×100 mL) and the combined extracts were washed with brine, dried with MgSO4 and the solvents were removed under reduced pressure. The residue was swished in a 1:5 mixture of EtOAc and hexane... Starting materials: C(#N)C1=CC=C(CN2C=NC=C2C=O)C=C1 (1-(4-cyanobenzyl)-5-formylimidazole), C[C@@H]1NC[C@H](N(C1)C(=O)OC(C)(C)C)C ((trans) 2,5-Dimethyl-4-tertbutyloxycarbonylpiperazine), O1CCCC1 (tetrahydrofuran), C(#N)[BH3-].[Na+] (sodiumcyanoborohydride). The reagents and catalysts are CC([O-])C.[Ti+4].CC([O-])C.CC([O-])C.CC([O-])C (titanium(IV)isopropoxide). The solvent is C(C)O (ethanol), CO.O (methanol water). Reaction conditions: temperature 60 celsius, time 18 hour. Yields the product ditrifluoroacetic acid, C(#N)C1=CC=C(CN2C=NC=C2CN2[C@H](CN([C@@H](C2)C)C(=O)OC(C)(C)C)C)C=C1 (1-(1-(4-Cyanobenzyl)imidazole-5-ylmethyl)-4-(tert-butyloxycarbonyl)-(trans)2,5-dimethylpiperazine). RXN SMILES: [C:1]([C:3]1[CH:16]=[CH:15][C:6]([CH2:7][N:8]2[C:12]([CH:13]=O)=[CH:11][N:10]=[CH:9]2)=[CH:5][CH:4]=1)#[N:2].[CH3:17][C@H:18]1[CH2:23][N:22]([C:24]([O:26][C:27]([CH3:30])([CH3:29])[CH3:28])=[O:25])[C@H:21]([CH3:31])[CH2:20][NH:19]1.O1CCCC1.C([BH3-])#N.[Na+]>CO.O.CC(C)[O-].[Ti+4].CC(C)[O-].CC(C)[O-].CC(C)[O-].C(O)C>[C:1]([C:3]1[CH:16]=[CH:15][C:6]([CH2:7][N:8]2[C:12]([CH2:13][N:19]3[CH2:20][C@@H:21]([CH3:31])[N:22]([C:24]([O:26][C:27]([CH3:28])([CH3:30])[CH3:29])=[O:25])[CH2:23][C@@H:18]3[CH3:17])=[CH:11][N:10]=[CH:9]2)=[CH:5][CH:4]=1)#[N:2] |f:3.4,5.6,7.8.9.10.11|. Procedure details: To a round bottom flask were added 1-(4-cyanobenzyl)-5-formylimidazole (250.0 mg, 1.2 mmole) along with titanium(IV)isopropoxide (1.0 ml, 3.65 mmol), (trans) 2,5-Dimethyl-4-tertbutyloxycarbonylpiprizine (253.7 mg, 1.2 mmol) (prepared as described in Step 1), and tetrahydrofuran (0.4 ml). The reaction was heated at 60° C. for 1.25 hour. The reaction was cooled and sodiumcyanoborohydride (95.0 mg, 1.5 mmol) was added along with ethanol (0.5 ml) and the reaction was stirred at RT for 18 hours. The ... The reactants are OC(CN)C=1N=C(SC1)Cl (2-hydroxy-2-(2-chloro-thiazol-4-yl)ethanamine), C(=O)(OC)COC1=CC=C(C=C1)CC(C)=O (1-(4-carbomethoxymethoxyphenyl)-propan-2-one). Product: Cl.C(=O)(OC)COC1=CC=C(C=C1)CC(C)NCC(C=1N=C(SC1)Cl)O (N-[2-(4-Carbomethoxymethoxyphenyl)-1-methylethyl]-2-hydroxy-2-(2-chloro-thiazol-4-yl)ethanamine hydrochloride). RXN SMILES: [OH:1][CH:2]([C:5]1[N:6]=[C:7]([Cl:10])[S:8][CH:9]=1)[CH2:3][NH2:4].[C:11]([CH2:15][O:16][C:17]1[CH:22]=[CH:21][C:20]([CH2:23][C:24](=O)[CH3:25])=[CH:19][CH:18]=1)([O:13][CH3:14])=[O:12]>>[ClH:10].[C:11]([CH2:15][O:16][C:17]1[CH:18]=[CH:19][C:20]([CH2:23][CH:24]([NH:4][CH2:3][CH:2]([OH:1])[C:5]2[N:6]=[C:7]([Cl:10])[S:8][CH:9]=2)[CH3:25])=[CH:21][CH:22]=1)([O:13][CH3:14])=[O:12] |f:2.3|. Procedure details: Prepared analogously to Example 13 by reaction of 2-hydroxy-2-(2-chloro-thiazol-4-yl)ethanamine with 1-(4-carbomethoxymethoxyphenyl)-propan-2-one followed by precipitation of the hydrochloride with ethereal hydrochloric acid. Starting materials: COc1ccc(C)cc1S(=O)(=O)N1CCc2c(Br)cccc21, C=C[Sn](CCCC)(CCCC)CCCC, Cc1ccccc1. Product: C=Cc1cccc2c1CCN2S(=O)(=O)c1cc(C)ccc1OC. RXN SMILES: [Br:1][c:2]1[c:3]2[c:7]([cH:8][cH:9][cH:10]1)[N:6]([S:11](=[O:12])(=[O:13])[c:14]1[c:15]([O:21][CH3:22])[cH:16][cH:17][c:18]([CH3:20])[cH:19]1)[CH2:5][CH2:4]2.[CH2:23]([CH2:24][CH2:36][CH3:37])[Sn:25]([CH2:26][CH2:27][CH2:28][CH3:29])([CH2:30][CH2:31][CH2:32][CH3:33])[CH:34]=[CH2:35].[CH3:38][c:39]1[cH:40][cH:41][cH:42][cH:43][cH:44]1>>[c:2]1([CH:23]=[CH2:24])[c:3]2[c:7]([cH:8][cH:9][cH:10]1)[N:6]([S:11](=[O:12])(=[O:13])[c:14]1[c:15]([O:21][CH3:22])[cH:16][cH:17][c:18]([CH3:20])[cH:19]1)[CH2:5][CH2:4]2. Reactants: N#C[Cu], Fc1ccc(F)c(CN2CCNc3ncc(I)cc32)c1. The product is N#Cc1cnc2c(c1)N(Cc1cc(F)ccc1F)CCN2. As a reaction SMILES: [Cu:21][C:22]#[N:23].[F:1][c:2]1[c:3]([CH2:4][N:5]2[c:6]3[c:7]([n:11][cH:12][c:13]([I:15])[cH:14]3)[NH:8][CH2:9][CH2:10]2)[cH:16][c:17]([F:20])[cH:18][cH:19]1>>[F:1][c:2]1[c:3]([CH2:4][N:5]2[c:6]3[c:7]([n:11][cH:12][c:13]([C:22]#[N:23])[cH:14]3)[NH:8][CH2:9][CH2:10]2)[cH:16][c:17]([F:20])[cH:18][cH:19]1. Starting materials: Cl.ClC1=C(C=CC=C1)NN (2-Chlorophenylhydrazine hydrochloride), Cl (hydrochloric acid), N(=O)[O-].[Na+] (sodium nitrite). The solvent is C(C)OCC (diethyl ether), O (water), O (Water). Conditions: temperature 0 celsius, time 10 minute. Product: N(=[N+]=[N-])C1=C(C=CC=C1)Cl (1-azido-2-chlorobenzene). The yield is 59.0%. Reaction SMILES: Cl.[Cl:2][C:3]1[CH:8]=[CH:7][CH:6]=[CH:5][C:4]=1[NH:9][NH2:10].Cl.[N:12]([O-])=O.[Na+]>C(OCC)C.O>[N:9]([C:4]1[CH:5]=[CH:6][CH:7]=[CH:8][C:3]=1[Cl:2])=[N+:10]=[N-:12] |f:0.1,3.4|. Procedure: 2-Chlorophenylhydrazine hydrochloride (1.0 g) suspended in 6.0 ml of diethyl ether was dropped into 5 ml of concentrated hydrochloric acid cooled at 0° C. After the reaction solution was stirred for 10 minutes, 462 mg of sodium nitrite dissolved in 2.0 ml of water was dropped into the reaction solution and the mixture was stirred for 2 hours together with raising the temperature up to room temperature. Water was added to the reaction solution, the mixture was extracted with ethyl acetate and the...